From a dataset of the Open Reaction Database (ORD), a public repository of structured organic reaction records. describe an organic reaction: reactants, conditions, products, and yield Starting materials: C1(=CC=CC=C1)/C=C/C=1C=C(C=CC1)COC1=CC=C(C=C1)CCC(=O)OC (methyl 4-[[3-((E)-2-phenylethenyl) phenyl]methoxy]benzenepropanoate). Reagents/catalysts: [Pt]=O (platinum oxide). Solvent: CO (methanol), O1CCCC1 (tetrahydrofuran). Reaction conditions: time 18 hour. The product is C1(=CC=CC=C1)CCC=1C=C(C=CC1)COC1=CC=C(C=C1)CCC(=O)OC (methyl 4-[[3-(2-phenylethyl) phenyl]methoxy]benzenepropanoate). Yield: 59.0%. RXN SMILES: [C:1]1(/[CH:7]=[CH:8]/[C:9]2[CH:10]=[C:11]([CH2:15][O:16][C:17]3[CH:22]=[CH:21][C:20]([CH2:23][CH2:24][C:25]([O:27][CH3:28])=[O:26])=[CH:19][CH:18]=3)[CH:12]=[CH:13][CH:14]=2)[CH:6]=[CH:5][CH:4]=[CH:3][CH:2]=1>CO.O1CCCC1.[Pt]=O>[C:1]1([CH2:7][CH2:8][C:9]2[CH:10]=[C:11]([CH2:15][O:16][C:17]3[CH:18]=[CH:19][C:20]([CH2:23][CH2:24][C:25]([O:27][CH3:28])=[O:26])=[CH:21][CH:22]=3)[CH:12]=[CH:13][CH:14]=2)[CH:6]=[CH:5][CH:4]=[CH:3][CH:2]=1. Reported procedure: To a solution of methyl 4-[[3-((E)-2-phenylethenyl) phenyl]methoxy]benzenepropanoate (0.35 g, 0.95 mmol) in methanol (15 mL) and tetrahydrofuran (25 mL) was added platinum oxide (0.018 g, 0.078 mmol), and the mixture was stirred under a hydrogen atmosphere at room temperature for 18 hrs. The catalyst was filtered off, and the filtrate was concentrated. The residue was purified by silica gel column chromatography (ethyl acetate/hexane=15:1) to give the title compound (0.21 g, yield 58%). oil.